From a dataset of the Open Reaction Database (ORD), a public repository of structured organic reaction records. describe an organic reaction: reactants, conditions, products, and yield Reactants: Cl.ClCCCN (3-chloropropan-1-amine hydrochloride), FC=1C=C(C=CC1)C(C)=O (1-(3-fluorophenyl)ethanone), C([O-])([O-])=O.[Na+].[Na+] (sodium carbonate). Solvent: O (water). Run at time 8 hour. Yields the product ClCCCN=C(C)C1=CC(=CC=C1)F (3-chloro-N-(1-(3-fluorophenyl)ethylidene)propan-1-amine). RXN SMILES: Cl.[Cl:2][CH2:3][CH2:4][CH2:5][NH2:6].[F:7][C:8]1[CH:9]=[C:10]([C:14](=O)[CH3:15])[CH:11]=[CH:12][CH:13]=1.C(=O)([O-])[O-].[Na+].[Na+]>O>[Cl:2][CH2:3][CH2:4][CH2:5][N:6]=[C:14]([C:10]1[CH:11]=[CH:12][CH:13]=[C:8]([F:7])[CH:9]=1)[CH3:15] |f:0.1,3.4.5|. Reported procedure: In step 8-1, 3-chloropropan-1-amine hydrochloride (4.1 g, 32 mmol) was added to a suspension of 1-(3-fluorophenyl)ethanone (4.4 g, 32 mmol) and sodium carbonate (3.7 g, 35 mmol) in water (15 mL). The reaction mixture was stirred overnight and the resulting solution was then extracted with ethyl acetate (3×150 mL). The organic layer was dried with sodium sulfate, and the ethyl acetate removed to yield 3-chloro-N-(1-(3-fluorophenyl)ethylidene)propan-1-amine (8-1) as a light yellow oil. m/z=214.0 [... Reactants: BrCC(=O)C1=CC=NC=C1 (2-bromo-1-(pyridin-4-yl)ethanone), CC1=C(C=NC=C1)C(N)=S (4-methylpyridine-3-thiocarboxamide). The product is CC1=C(C=NC=C1)C=1SC=C(N1)C1=CC=NC=C1 (4-methyl-3-[4-(pyridin-4-yl)-1,3-thiazol-2-yl]pyridine). The yield is 24.0%. Reaction SMILES: Br[CH2:2][C:3]([C:5]1[CH:10]=[CH:9][N:8]=[CH:7][CH:6]=1)=O.[CH3:11][C:12]1[CH:17]=[CH:16][N:15]=[CH:14][C:13]=1[C:18](=[S:20])[NH2:19]>>[CH3:11][C:12]1[CH:17]=[CH:16][N:15]=[CH:14][C:13]=1[C:18]1[S:20][CH:2]=[C:3]([C:5]2[CH:10]=[CH:9][N:8]=[CH:7][CH:6]=2)[N:19]=1. Reported procedure: By the reaction in the same manner as in Example 25-iii) using 2-bromo-1-(pyridin-4-yl)ethanone hydrobromate (460 mg) and 4-methylpyridine-3-thiocarboxamide (248 mg), the title compound (99 mg) was obtained as colorless powder crystals. The reactants are IC(CO)=C(I)I (2,3,3-triiodoallyl alcohol), C(=O)O (formic acid). Reaction conditions: time 3 hour. The product is C(=O)OCC(=C(I)I)I (3-Formyloxy-1,1,2-triiodo-1-propene). RXN SMILES: [I:1][C:2](=[C:5]([I:7])[I:6])[CH2:3][OH:4].[CH:8](O)=[O:9]>>[CH:8]([O:4][CH2:3][C:2]([I:1])=[C:5]([I:7])[I:6])=[O:9]. Procedure details: 2.0 g of 2,3,3-triiodoallyl alcohol and 30 ml of formic acid were refluxed, with stirring, for 3 hours. After cooling the mixture, the crystals which precipitated were collected by filtration, dissolved in ethyl acetate, adsorbed in a dry silica gel chromatography column and eluted with 3:1 by volume mixture of hexane and ethyl acetate, to give 1.8 g of the desired Compound No. 81 in the form of crystals melting at 84°-85° C. Reactants: C(CCC)[Li] (n-butyl lithium), C(C)OC(C)O[C@H]1C[C@@H](CC2=CC[C@H]3[C@@H]4CC[C@H]([C@@H](COS(=O)(=O)C5=CC=C(C=C5)C)C)[C@]4(CC[C@@H]3[C@@]12C)C)OC(C)OCC ((20S)-1α,3β-bis(1-ethoxyethoxy)-20-methyl-21-(p-toluenesulphonyloxy)-pregn-5-ene), C(C)OC(C)OC(C#C)(C)C (3-(1-ethoxyethoxy)-3-methyl-but-1-yne). The solvent is CCCCCC (hexane), O1CCOCC1 (dioxane), O1CCOCC1 (dioxane). Run at time 2 hour. The product is C(C)OC(C)O[C@H]1C[C@@H](CC2=CC[C@H]3[C@@H]4CC[C@H]([C@@H](CC#CC(C)(C)OC(C)OCC)C)[C@]4(CC[C@@H]3[C@@]12C)C)OC(C)OCC (1α,3β,25-tris(1-ethoxyethoxy)-cholest-5-en-23-yne). Isolated yield 112.6%. As a reaction SMILES: [CH2:1]([O:3][CH:4]([O:6][C:7]([CH3:11])([CH3:10])[C:8]#[CH:9])[CH3:5])[CH3:2].C([Li])CCC.[CH2:17]([O:19][CH:20]([O:22][C@@H:23]1[C@@:53]2([CH3:54])[C:27](=[CH:28][CH2:29][C@@H:30]3[C@@H:52]2[CH2:51][CH2:50][C@@:49]2([CH3:55])[C@H:31]3[CH2:32][CH2:33][C@@H:34]2[C@H:35]([CH3:48])[CH2:36]OS(C2C=CC(C)=CC=2)(=O)=O)[CH2:26][C@@H:25]([O:56][CH:57]([O:59][CH2:60][CH3:61])[CH3:58])[CH2:24]1)[CH3:21])[CH3:18]>O1CCOCC1.CCCCCC>[CH2:17]([O:19][CH:20]([O:22][C@@H:23]1[C@@:53]2([CH3:54])[C:27](=[CH:28][CH2:29][C@@H:30]3[C@@H:52]2[CH2:51][CH2:50][C@@:49]2([CH3:55])[C@H:31]3[CH2:32][CH2:33][C@@H:34]2[C@H:35]([CH3:36])[CH2:48][C:9]#[C:8][C:7]([O:6][CH:4]([O:3][CH2:1][CH3:2])[CH3:5])([CH3:11])[CH3:10])[CH2:26][C@@H:25]([O:56][CH:57]([O:59][CH2:60][CH3:61])[CH3:58])[CH2:24]1)[CH3:21])[CH3:18]. Procedure details: A stirred solution, cooled to 9° C., of 46.8 g (0.3 mol) of 3-(1-ethoxyethoxy)-3-methyl-but-1-yne in 1.0 liters of dioxane was treated dropwise under argon with 150 ml (0.3 mol) of 2M n-butyl lithium in hexane. The solution was stirred at 7°-9° C. for 2 hours and at room temperature for 2 hours. Thereafter, there was added to the mixture a solution of 67.0 g of (20S)-1α,3β-bis(1-ethoxyethoxy)-20-methyl-21-(p-toluenesulphonyloxy)-pregn-5-ene in 0.4 liters of dioxane and, while stirring, solvent w...